Dataset: the Open Reaction Database (ORD), a public repository of structured organic reaction records. Task: describe an organic reaction: reactants, conditions, products, and yield Starting materials: ClC1=NC(=C2N=CN(C2=N1)[C@H]1[C@H](OC(C)=O)[C@H](OC(C)=O)[C@H](O1)COC)Cl (2,6-dichloro-9-(2,3-di-O-acetyl-5-O-methyl-β-D-ribofuranosyl)-purine), IC=1C=C(CN)C=CC1 (3-iodobenzylamine), Cl (HCl). Product: IC=1C=C(CNC=2C=3N=CN([C@H]4[C@H](O)[C@H](O)[C@@H](COC)O4)C3N=C(N2)Cl)C=CC1 (N6-(3-iodobenzyl)-2-Chloro-5′-O-methyladenosine). RXN SMILES: [Cl:1][C:2]1[N:10]=[C:9]2[C:5]([N:6]=[CH:7][N:8]2[C@@H:11]2[O:23][C@H:22]([CH2:24][O:25][CH3:26])[C@@H:17]([O:18]C(=O)C)[C@H:12]2[O:13]C(=O)C)=[C:4](Cl)[N:3]=1.[I:28][C:29]1[CH:30]=[C:31]([CH:34]=[CH:35][CH:36]=1)[CH2:32][NH2:33].Cl>>[I:28][C:29]1[CH:30]=[C:31]([CH:34]=[CH:35][CH:36]=1)[CH2:32][NH:33][C:4]1[C:5]2[N:6]=[CH:7][N:8]([C:9]=2[N:10]=[C:2]([Cl:1])[N:3]=1)[C@@H:11]1[O:23][C@H:22]([CH2:24][O:25][CH3:26])[C@@H:17]([OH:18])[C@H:12]1[OH:13]. Procedure details: Method B. The reaction was carried out with 2,6-dichloro-9-(2,3-di-O-acetyl-5-O-methyl-β-D-ribofuranosyl)-purine (61, 372 mg, 0.89 mmol) and 3-iodobenzylamine.HCl (1.34 mmol, 360 mg). The mixture was purified by column chromatography (eluens 2% MeOH in CH2Cl2). Yield 383 mg (0.72 mmol, 81%), mp 84–86° C.; Rf 0.59 (10% MeOH in CH2Cl2). The product was recrystallised from CH3COCH3; 1H NMR (DMSO-d6) δ 8.89 (bs, 1H, NH), 8.35 (s, 1H, H-8), 7.73 (s, 1H, CCHCI), 7.60 (d, 1H, J=5.83 Hz, CCHCHCH), 7.33 ... The reactants are ClC1=NC=C2C(=N1)N(C(N(C2)C2=CC=C(C=C2)OC)=O)C (7-chloro-3-(4-methoxy-phenyl)-1-methyl-3,4-dihydro-1H-pyrimido[4,5-d]pyrimidine-2-one). Solvent: NC1=CC=CC=C1 (aniline). Reaction conditions: temperature 120 celsius. The product is COC1=CC=C(C=C1)N1C(N(C2=NC(=NC=C2C1)NC1=CC=CC=C1)C)=O (3-(4-methoxy-phenyl)-1-methyl-7-phenylamino-3,4-dihydro-1H-pyrimido[4,5-d]pyrimidine-2-one). Reaction SMILES: Cl[C:2]1[N:7]=[C:6]2[N:8]([CH3:21])[C:9](=[O:20])[N:10]([C:12]3[CH:17]=[CH:16][C:15]([O:18][CH3:19])=[CH:14][CH:13]=3)[CH2:11][C:5]2=[CH:4][N:3]=1>NC1C=CC=CC=1>[CH3:19][O:18][C:15]1[CH:16]=[CH:17][C:12]([N:10]2[CH2:11][C:5]3[C:6](=[N:7][C:2]([NH:10][C:12]4[CH:17]=[CH:16][CH:15]=[CH:14][CH:13]=4)=[N:3][CH:4]=3)[N:8]([CH3:21])[C:9]2=[O:20])=[CH:13][CH:14]=1. Reported procedure: The mixture of 7-chloro-3-(4-methoxy-phenyl)-1-methyl-3,4-dihydro-1H-pyrimido[4,5-d]pyrimidine-2-one (65 mg, 0.21 mmol) in aniline (1.0 mL) (Aldrich) was heated to 120° C. for 1 hour. After cooling, the reaction mixture was washed with hexanes (100 mL×4) and the crude product was re-crystallized from ethyl acetate-hexanes to give 3-(4-methoxy-phenyl)-1-methyl-7-phenylamino-3,4-dihydro-1H-pyrimido[4,5-d]pyrimidine-2-one as an off-white solid. (Yield 76.0 mg, 98.7%). Reactants: Cc1cc2cc(C(O)(C(F)(F)F)C(F)(F)F)ccc2n1Cc1ccccc1, CCOCC, CC#N, [Cl-], O=C1CCC(=O)N1Cl, [NH4+]. Yields the product Cc1c(Cl)c2cc(C(O)(C(F)(F)F)C(F)(F)F)ccc2n1Cc1ccccc1. Reaction SMILES: [CH2:1]([c:2]1[cH:3][cH:4][cH:5][cH:6][cH:7]1)[n:8]1[c:9]([CH3:27])[cH:10][c:11]2[cH:12][c:13]([C:17]([C:18]([F:19])([F:20])[F:21])([C:22]([F:23])([F:24])[F:25])[OH:26])[cH:14][cH:15][c:16]12.[CH3:38][CH2:39][O:40][CH2:41][CH3:42].[CH3:43][C:44]#[N:45].[Cl-:36].[Cl:28][N:29]1[C:30](=[O:31])[CH2:32][CH2:33][C:34]1=[O:35].[NH4+:37]>>[CH2:1]([c:2]1[cH:3][cH:4][cH:5][cH:6][cH:7]1)[n:8]1[c:9]([CH3:27])[c:10]([Cl:28])[c:11]2[cH:12][c:13]([C:17]([C:18]([F:19])([F:20])[F:21])([C:22]([F:23])([F:24])[F:25])[OH:26])[cH:14][cH:15][c:16]12. Starting materials: C=CCBr, CCN(CC)C(=O)c1ccc(C(c2cc(O[Si](C)(C)C(C)(C)C)ccc2F)N2CC(C)NCC2C)cc1, [Na+], [Na+], O=C([O-])[O-]. The product is C=CCN1CC(C)N(C(c2ccc(C(=O)N(CC)CC)cc2)c2cc(O[Si](C)(C)C(C)(C)C)ccc2F)CC1C. RXN SMILES: [CH2:38]([CH:39]=[CH2:40])[Br:41].[CH3:1][CH:2]1[N:3]([CH:9]([c:10]2[c:11]([F:24])[cH:12][cH:13][c:14]([O:16][Si:17]([CH3:18])([CH3:19])[C:20]([CH3:21])([CH3:22])[CH3:23])[cH:15]2)[c:25]2[cH:26][cH:27][c:28]([C:29](=[O:30])[N:31]([CH2:32][CH3:33])[CH2:34][CH3:35])[cH:36][cH:37]2)[CH2:4][CH:5]([CH3:8])[NH:6][CH2:7]1.[Na+:42].[Na+:43].[O-:44][C:45](=[O:46])[O-:47]>>[CH3:1][CH:2]1[N:3]([CH:9]([c:10]2[c:11]([F:24])[cH:12][cH:13][c:14]([O:16][Si:17]([CH3:18])([CH3:19])[C:20]([CH3:21])([CH3:22])[CH3:23])[cH:15]2)[c:25]2[cH:26][cH:27][c:28]([C:29](=[O:30])[N:31]([CH2:32][CH3:33])[CH2:34][CH3:35])[cH:36][cH:37]2)[CH2:4][CH:5]([CH3:8])[N:6]([CH2:40][CH:39]=[CH2:38])[CH2:7]1. Solvent: CC(=O)C (acetone). Reaction SMILES: [Br:1][C:2]1[CH:3]=[C:4]([N+:11]([O-:13])=[O:12])[CH:5]=[C:6]2[C:10]=1[NH:9][CH2:8][CH2:7]2.ClC1C(=O)C(C#N)=C(C#N)C(=O)C=1Cl>CC(C)=O>[Br:1][C:2]1[CH:3]=[C:4]([N+:11]([O-:13])=[O:12])[CH:5]=[C:6]2[C:10]=1[NH:9][CH:8]=[CH:7]2. Procedure: To a solution of 7-bromo-5-nitroindoline (3.0 g, 12.3 mmol) in 200 mL of acetone was added 2,3-dichloro-5,6-dicyano-1,4-benzoquinone until color of the solution turns to dark green. The reaction mixture was concentrated in vacuo and subjected to column chromatography (CHCl3, neat) to yield 2.7 g (11.2 mmol, 91%) of the indole. The yield is 91.1%. Yields the product BrC=1C=C(C=C2C=CNC12)[N+](=O)[O-] (7-Bromo-5-nitroindole). Starting materials: BrC=1C=C(C=C2CCNC12)[N+](=O)[O-] (7-bromo-5-nitroindoline), ClC=1C(C(=C(C(C1Cl)=O)C#N)C#N)=O (2,3-dichloro-5,6-dicyano-1,4-benzoquinone).